This data is from the Open Reaction Database (ORD), a public repository of structured organic reaction records. The task is: describe an organic reaction: reactants, conditions, products, and yield The reactants are diazonium, O.O.Cl[Sn]Cl (SnCl2.2H2O), N(=O)[O-].[Na+] (NaNO2), NC1=CC=CC=C1 (aniline), CSCCOC1=C(N)C=CC=C1 (2-(2-methylthioethoxy)-aniline), [OH-].[Na+] (sodium hydroxide). Run in CCOCC (ether), O (H2O), Cl (HCl), Cl (HCl), C(C)(=O)O (acetic acid), O (water), O (water). Reaction conditions: time 4 hour. Product: CSCCOC1=C(C=CC=C1)NN (2-(2-methylthioethoxy)-phenylhydrazine). As a reaction SMILES: [NH2:1]C1C=CC=CC=1.[CH3:8][S:9][CH2:10][CH2:11][O:12][C:13]1[CH:19]=[CH:18][CH:17]=[CH:16][C:14]=1[NH2:15].N([O-])=O.[Na+].O.O.Cl[Sn]Cl.[OH-].[Na+]>O.Cl.CCOCC.C(O)(=O)C>[CH3:8][S:9][CH2:10][CH2:11][O:12][C:13]1[CH:19]=[CH:18][CH:17]=[CH:16][C:14]=1[NH:15][NH2:1] |f:2.3,4.5.6,7.8|. Reported procedure: 27.4 g of the aniline obtained under (b) are placed into 45 ml of glacial acetic acid and, with ice cooling, a mixture of 37 ml of concentrated HCl and 75 ml of H2O is added. The formed suspension is diazotised at 0°-5° C. with 10.3 g of NaNO2 in 22 ml of water. The diazonium solution is subsequently stirred at 0° C. for 10 minutes, and a solution of 80.7 g of SnCl2.2H2O in 112 ml of concentrated HCl is then quickly added with cooling. After 4 hours, water is added to the reaction mixture, and e... Starting materials: COC=1C=NC2=CC=C(C=C2C1)CC(=O)OC(C)(C)C (tert-butyl 2-(3-methoxyquinolin-6-yl)acetate), C1(=CC=CC=C1)C1=CC=C(N=N1)NN (1-(6-phenylpyridazin-3-yl)hydrazine), Cl (HYDROCHLORIC ACID), [OH-].[Na+] (NaOH). Reaction conditions: temperature 100 celsius, time 20 minute. Product: C1(=CC=CC=C1)C=1C=CC=2N(N1)C(=NN2)CC=2C=C1C=C(C=NC1=CC2)O (6-((6-phenyl-[1,2,4]triazolo[4,3-b]pyridazin-3-yl)methyl)quinolin-3-ol). Reaction SMILES: C[O:2][C:3]1[CH:4]=[N:5][C:6]2[C:11]([CH:12]=1)=[CH:10][C:9]([CH2:13][C:14](OC(C)(C)C)=O)=[CH:8][CH:7]=2.[C:21]1([C:27]2[N:32]=[N:31][C:30]([NH:33][NH2:34])=[CH:29][CH:28]=2)[CH:26]=[CH:25][CH:24]=[CH:23][CH:22]=1.Cl.[OH-].[Na+]>>[C:21]1([C:27]2[CH:28]=[CH:29][C:30]3[N:31]([C:14]([CH2:13][C:9]4[CH:10]=[C:11]5[C:6](=[CH:7][CH:8]=4)[N:5]=[CH:4][C:3]([OH:2])=[CH:12]5)=[N:34][N:33]=3)[N:32]=2)[CH:22]=[CH:23][CH:24]=[CH:25][CH:26]=1 |f:3.4|. Procedure: To a 5 ml CEM microwave tube was added tert-butyl 2-(3-methoxyquinolin-6-yl)acetate (0.3 g, 1 mmol), 1-(6-phenylpyridazin-3-yl)hydrazine (0.3 g, 2 mmol), and HYDROCHLORIC ACID (0.3 ml, 11 mmol) as solvent. The vial was sealed and first heated at 100° C. for 20 min then placed into CEM microwave for 20 min. at 180° C., with 100 Watts of power via Powermax. The reaction mixture was adjusted the pH to 7 by adding 5 N NaOH. The ppt. was collected by filtration. The ppt. was washed with water and dri... Starting materials: NCC(C1=CNC2=CC(=CC=C12)OCCOC)C=1C(=C(C=CC1)NC(OCC1=CC=CC=C1)=O)C (benzyl 3-(2-amino-1-(6-(2-methoxyethoxy)-1H-indol-3-yl)ethyl)-2-methylphenylcarbamate), O=CC(=O)OCC (ethyl 2-oxoacetate), C1(=CC=CC=C1)C (toluene), Cl (hydrogen chloride), O1CCOCC1 (1,4-dioxane). Solvent: C(C)(=O)OCC.C(Cl)Cl (ethyl acetate CH2Cl2). Conditions: time 16 hour. Product: C(C1=CC=CC=C1)OC(=O)NC=1C(=C(C=CC1)C1=CN=C(C=2NC3=CC(=CC=C3C21)OCCOC)C(=O)OCC)C (Ethyl 4-(3-(benzyloxycarbonylamino)-2-methylphenyl)-7-(2-methoxyethoxy)-9H-pyrido[3,4-b]indole-1-carboxylate). Isolated yield 43.8%. RXN SMILES: [NH2:1][CH2:2][CH:3]([C:18]1[C:19]([CH3:35])=[C:20]([NH:24][C:25](=[O:34])[O:26][CH2:27][C:28]2[CH:33]=[CH:32][CH:31]=[CH:30][CH:29]=2)[CH:21]=[CH:22][CH:23]=1)[C:4]1[C:12]2[C:7](=[CH:8][C:9]([O:13][CH2:14][CH2:15][O:16][CH3:17])=[CH:10][CH:11]=2)[NH:6][CH:5]=1.O=[CH:37][C:38]([O:40][CH2:41][CH3:42])=[O:39].C1(C)C=CC=CC=1.Cl.O1CCOCC1>C(OCC)(=O)C.C(Cl)Cl>[CH2:27]([O:26][C:25]([NH:24][C:20]1[C:19]([CH3:35])=[C:18]([C:3]2[C:4]3[C:12]4[C:7](=[CH:8][C:9]([O:13][CH2:14][CH2:15][O:16][CH3:17])=[CH:10][CH:11]=4)[NH:6][C:5]=3[C:37]([C:38]([O:40][CH2:41][CH3:42])=[O:39])=[N:1][CH:2]=2)[CH:23]=[CH:22][CH:21]=1)=[O:34])[C:28]1[CH:33]=[CH:32][CH:31]=[CH:30][CH:29]=1 |f:5.6|. Procedure details: To a solution of benzyl 3-(2-amino-1-(6-(2-methoxyethoxy)-1H-indol-3-yl)ethyl)-2-methylphenylcarbamate (0.780 g, 1.647 mmol) and ethyl 2-oxoacetate in toluene (50%) (0.653 mL, 3.29 mmol) at room temperature was added hydrogen chloride in 1,4-dioxane (4.0 M) (0.494 mL, 1.977 mmol). The mixture was stirred room temperature for 16 hr. The volatiles were removed under vacuum. The residue was diluted with water (50 mL), basified with NaHCO3 solution to pH 10, and extracted with ethyl acetate (4×50 mL... Reactants: ClCCl, CC(=CCO)CCC=C(C)CCC(C)=C(C)C, O=C(OO)c1cccc(Cl)c1. Yields the product CC(=CCO)CCC=C(C)CCC1(C)OC1(C)C. Reaction SMILES: [CH2:29]([Cl:30])[Cl:31].[CH3:1][C:2](=[CH:3][CH2:4][OH:5])[CH2:6][CH2:7][CH:8]=[C:9]([CH2:10][CH2:11][C:12](=[C:13]([CH3:14])[CH3:15])[CH3:16])[CH3:17].[Cl:18][c:19]1[cH:20][cH:21][cH:22][c:23]([C:24]([O:25][OH:27])=[O:26])[cH:28]1>>[CH3:1][C:2](=[CH:3][CH2:4][OH:5])[CH2:6][CH2:7][CH:8]=[C:9]([CH2:10][CH2:11][C:12]1([CH3:16])[C:13]([CH3:14])([CH3:15])[O:26]1)[CH3:17].